Task: describe an organic reaction: reactants, conditions, products, and yield. Dataset: the Open Reaction Database (ORD), a public repository of structured organic reaction records Reported procedure: 7-[1,4]Dioxepan-6-yl-4-methoxy-benzothiazol-2-ylamine was first reacted with phenyl chloroformate as described for (4-methoxy-7-phenyl-benzothiazol-2-yl)-carbamic acid benzyl ester in WO01/97786 and then with morpholine. Usual workup, peparative reversed-phase HPLC and final dry-freezing afforded the title compound as light brown powder. MS: m/e=394(M+H+). Yields the product O1CCOCC(C1)C1=CC=C(C=2N=C(SC21)NC(=O)N2CCOCC2)OC (Morpholine-4-carboxylic acid (7-[1,4]dioxepan-6-yl-4-methoxy-benzothiazol-2-yl)-amide). Starting materials: N1CCOCC1 (morpholine), O1CCOCC(C1)C1=CC=C(C=2N=C(SC21)N)OC (7-[1,4]Dioxepan-6-yl-4-methoxy-benzothiazol-2-ylamine), ClC(=O)OC1=CC=CC=C1 (phenyl chloroformate), C(C1=CC=CC=C1)OC(NC=1SC2=C(N1)C(=CC=C2C2=CC=CC=C2)OC)=O ((4-methoxy-7-phenyl-benzothiazol-2-yl)-carbamic acid benzyl ester). Reaction SMILES: [O:1]1[CH2:7][CH:6]([C:8]2[C:16]3[S:15][C:14]([NH2:17])=[N:13][C:12]=3[C:11]([O:18][CH3:19])=[CH:10][CH:9]=2)[CH2:5][O:4][CH2:3][CH2:2]1.Cl[C:21]([O:23][C:24]1[CH:29]=CC=CC=1)=O.C([O:37][C:38](=O)[NH:39][C:40]1SC2C(C3C=CC=CC=3)=CC=C(OC)C=2N=1)C1C=CC=CC=1.N1CCOCC1>>[O:4]1[CH2:5][CH:6]([C:8]2[C:16]3[S:15][C:14]([NH:17][C:38]([N:39]4[CH2:40][CH2:21][O:23][CH2:24][CH2:29]4)=[O:37])=[N:13][C:12]=3[C:11]([O:18][CH3:19])=[CH:10][CH:9]=2)[CH2:7][O:1][CH2:2][CH2:3]1. Reactants: C(C1=CC=CC=C1)OC1=CC=C(C=C1)CBr (1-(benzyloxy)-4-(bromomethyl)benzene), CC1(OB(OC1(C)C)C=1C=NNC1)C (4-(4,4,5,5-tetramethyl-1,3,2-dioxaborolan-2-yl)-1H-pyrazole), [H-].[Na+] (sodium hydride). The solvent is CN(C=O)C (N,N-dimethylformamide). Run at time 8 hour. The product is C(C1=CC=CC=C1)OC1=CC=C(CN2N=CC(=C2)B2OC(C(O2)(C)C)(C)C)C=C1 (1-(4-(benzyloxy)benzyl)-4-(4,4,5,5-tetramethyl-1,3,2-dioxaborolan-2-yl)-1H-pyrazole). Reaction SMILES: [CH2:1]([O:8][C:9]1[CH:14]=[CH:13][C:12]([CH2:15]Br)=[CH:11][CH:10]=1)[C:2]1[CH:7]=[CH:6][CH:5]=[CH:4][CH:3]=1.[CH3:17][C:18]1([CH3:30])[C:22]([CH3:24])([CH3:23])[O:21][B:20]([C:25]2[CH:26]=[N:27][NH:28][CH:29]=2)[O:19]1.[H-].[Na+]>CN(C)C=O>[CH2:1]([O:8][C:9]1[CH:14]=[CH:13][C:12]([CH2:15][N:28]2[CH:29]=[C:25]([B:20]3[O:19][C:18]([CH3:30])([CH3:17])[C:22]([CH3:24])([CH3:23])[O:21]3)[CH:26]=[N:27]2)=[CH:11][CH:10]=1)[C:2]1[CH:7]=[CH:6][CH:5]=[CH:4][CH:3]=1 |f:2.3|. Procedure details: A mixture of EXAMPLE 4A (0.54 g) and 4-(4,4,5,5-tetramethyl-1,3,2-dioxaborolan-2-yl)-1H-pyrazole (0.377 g) in N,N-dimethylformamide (5 mL) was cooled to 0° C. To this solution was added 60% sodium hydride (0.096 g). The solution was stirred at room temperature overnight. The reaction mixture was partitioned between water and ethyl acetate. The aqueous layer was extracted with additional ethyl acetate twice. The combined organic layers were washed with brine, dried over MgSO4, filtered, and conce... Solvent: [PH2](O)=O (phosphinic acid). Starting materials: COC(=O)C=1C=C2C(=NC1N)SC=C2 (6-Amino-thieno[2,3-b]pyridine-5-carboxylic acid methyl ester), N(=O)[O-].[Na+] (sodium nitrite), C([O-])(O)=O.[Na+] (sodium bicarbonate). Reaction SMILES: [CH3:1][O:2][C:3]([C:5]1[CH:6]=[C:7]2[CH:14]=[CH:13][S:12][C:8]2=[N:9][C:10]=1N)=[O:4].N([O-])=[O:16].[Na+].C(=O)(O)[O-].[Na+]>[PH2](=O)O>[CH3:1][O:2][C:3]([C:5]1[C:10](=[O:16])[NH:9][C:8]2[S:12][CH:13]=[CH:14][C:7]=2[CH:6]=1)=[O:4] |f:1.2,3.4|. Run at temperature 0 celsius, time 1 hour. Product: COC(=O)C1=CC2=C(NC1=O)SC=C2 (6-Oxo-6,7-dihydro-thieno[2,3-b]pyridine-5-carboxylic acid methyl ester). Reported procedure: 6-Amino-thieno[2,3-b]pyridine-5-carboxylic acid methyl ester described in Preparation Example T-7 (10 mg, 48 μmol) and sodium nitrite (10 mg, 144 μmol) were dissolved in phosphinic acid (0.5 mL), and the solution was stirred at 0° C. for 1 hour. An aqueous solution of saturated sodium bicarbonate was added to the reaction solution at 0° C., which was then extracted with ethyl acetate, and the organic layer was dried over anhydrous magnesium sulfate. The solvent was evaporated in vacuo, the resid... The reactants are COC(=O)C=Cc1ccc2c(c1)C(=O)CC1(CCN(Cc3ccc4ccccc4n3)CC1)O2, Cl. The product is O=C(O)C=Cc1ccc2c(c1)C(=O)CC1(CCN(Cc3ccc4ccccc4n3)CC1)O2. Reaction SMILES: [CH3:1][O:2][C:3]([CH:4]=[CH:5][c:6]1[cH:7][c:8]2[c:13]([cH:14][cH:15]1)[O:12][C:11]1([CH2:10][C:9]2=[O:32])[CH2:16][CH2:17][N:18]([CH2:21][c:22]2[n:23][c:24]3[cH:25][cH:26][cH:27][cH:28][c:29]3[cH:30][cH:31]2)[CH2:19][CH2:20]1)=[O:33].[ClH:34]>>[O:2]=[C:3]([CH:4]=[CH:5][c:6]1[cH:7][c:8]2[c:13]([cH:14][cH:15]1)[O:12][C:11]1([CH2:10][C:9]2=[O:32])[CH2:16][CH2:17][N:18]([CH2:21][c:22]2[n:23][c:24]3[cH:25][cH:26][cH:27][cH:28][c:29]3[cH:30][cH:31]2)[CH2:19][CH2:20]1)[OH:33]. The reactants are NC(=O)CCC(=O)NBr, COC(=O)c1ccc(C)c2ccccc12, CCOC(C)=O, CCCCCC, ClC(Cl)(Cl)Cl, CC(C)(C#N)N=NC(C)(C)C#N. Yields the product COC(=O)c1ccc(CBr)c2ccccc12. RXN SMILES: [Br:16][NH:17][C:18](=[O:19])[CH2:20][CH2:21][C:22]([NH2:23])=[O:24].[CH3:1][O:2][C:3](=[O:4])[c:5]1[cH:6][cH:7][c:8]([CH3:15])[c:9]2[cH:10][cH:11][cH:12][cH:13][c:14]12.[CH3:37][CH2:38][O:39][C:40]([CH3:41])=[O:42].[CH3:48][CH2:49][CH2:50][CH2:51][CH2:52][CH3:53].[Cl:43][C:44]([Cl:45])([Cl:46])[Cl:47].[N:25]#[C:26][C:27]([N:28]=[N:29][C:30]([C:31]#[N:32])([CH3:33])[CH3:34])([CH3:35])[CH3:36]>>[CH3:1][O:2][C:3](=[O:4])[c:5]1[cH:6][cH:7][c:8]([CH2:15][Br:16])[c:9]2[cH:10][cH:11][cH:12][cH:13][c:14]12. Reactants: P(=O)(Cl)(Cl)Cl (Phosphorus oxychloride), O.O.O.C(C)(=O)[O-].[Na+] (sodium acetate trihydrate), CN(C(CC)=O)C (N,N-dimethyl propionamide), ClC1=CC=C(C=C1)C=1NC=CC1C (2-(4-chlorophenyl)-3-methyl-1H-pyrrole). Solvent: O (water), ClCCCl (1,2-dichloroethane), ClCCCl (1,2-dichloroethane). Reaction conditions: temperature 25 celsius, time 15 minute. The product is ClC1=CC=C(C=C1)C1=C(C=C(N1)C(CC)=O)C (1-(5-(4-chlorophenyl)-4-methyl-1H-pyrrol-2-yl)propan-1-one). Yield: 83.0%. Reaction SMILES: P(Cl)(Cl)(Cl)=O.CN(C)[C:8](=[O:11])[CH2:9][CH3:10].[Cl:13][C:14]1[CH:19]=[CH:18][C:17]([C:20]2[NH:21][CH:22]=[CH:23][C:24]=2[CH3:25])=[CH:16][CH:15]=1.O.O.O.C([O-])(=O)C.[Na+]>ClCCCl.O>[Cl:13][C:14]1[CH:15]=[CH:16][C:17]([C:20]2[NH:21][C:22]([C:8](=[O:11])[CH2:9][CH3:10])=[CH:23][C:24]=2[CH3:25])=[CH:18][CH:19]=1 |f:3.4.5.6.7|. Reported procedure: Phosphorus oxychloride (1.496 g, 0.896 ml, 9.76 mmol) was added dropwise to previously cooled (0 to 5° C.) N,N-dimethyl propionamide (0.987 g, 1.073 ml, 9.76 mmol) maintaining the temperature between about 0° C. to about 5° C. The resulting reaction mixture was then allowed to warm to room temperature (about 25° C.), which was then stirred at room temperature (about 25° C.) for 15 minutes. The reaction mixture was then diluted with 1,2-dichloroethane (17 ml), the resulting mixture was cooled to ...